Task: describe an organic reaction: reactants, conditions, products, and yield. Dataset: the Open Reaction Database (ORD), a public repository of structured organic reaction records The reactants are ClCCl, CNc1nc(OC)nc(OC)n1, CS(=O)(=O)c1ccccc1S(=O)(=O)N=C=O. The product is COc1nc(OC)nc(N(C)C(=O)NS(=O)(=O)c2ccccc2S(C)(=O)=O)n1. As a reaction SMILES: [CH2:29]([Cl:30])[Cl:31].[CH3:17][NH:18][c:19]1[n:20][c:21]([O:27][CH3:28])[n:22][c:23]([O:25][CH3:26])[n:24]1.[CH3:1][S:2](=[O:3])(=[O:4])[c:5]1[c:6]([S:11](=[O:12])(=[O:13])[N:14]=[C:15]=[O:16])[cH:7][cH:8][cH:9][cH:10]1>>[CH3:1][S:2](=[O:3])(=[O:4])[c:5]1[c:6]([S:11](=[O:12])(=[O:13])[NH:14][C:15](=[O:16])[N:18]([CH3:17])[c:19]2[n:20][c:21]([O:27][CH3:28])[n:22][c:23]([O:25][CH3:26])[n:24]2)[cH:7][cH:8][cH:9][cH:10]1. The reactants are OCc1cc(Cl)c2c(c1Cl)OC(c1ccccc1)(c1ccccc1)O2, CCOC(=O)N=NC(=O)OCC, C1CCOC1, O=C1c2ccccc2C(=O)N1O, c1ccc(P(c2ccccc2)c2ccccc2)cc1. The product is O=C1c2ccccc2C(=O)N1OCc1cc(Cl)c2c(c1Cl)OC(c1ccccc1)(c1ccccc1)O2. RXN SMILES: [Cl:1][c:2]1[c:3]([CH2:24][OH:25])[cH:4][c:5]([Cl:23])[c:6]2[c:10]1[O:9][C:8]([c:11]1[cH:12][cH:13][cH:14][cH:15][cH:16]1)([c:17]1[cH:18][cH:19][cH:20][cH:21][cH:22]1)[O:7]2.[O:57]=[C:58]([O:59][CH2:60][CH3:61])[N:62]=[N:63][C:64]([O:65][CH2:66][CH3:67])=[O:68].[O:69]1[CH2:70][CH2:71][CH2:72][CH2:73]1.[OH:26][N:27]1[C:28](=[O:37])[c:29]2[c:30]([cH:33][cH:34][cH:35][cH:36]2)[C:31]1=[O:32].[c:38]1([P:39]([c:40]2[cH:41][cH:42][cH:43][cH:44][cH:45]2)[c:46]2[cH:47][cH:48][cH:49][cH:50][cH:51]2)[cH:52][cH:53][cH:54][cH:55][cH:56]1>>[Cl:1][c:2]1[c:3]([CH2:24][O:25][N:27]2[C:28](=[O:37])[c:29]3[c:30]([cH:33][cH:34][cH:35][cH:36]3)[C:31]2=[O:32])[cH:4][c:5]([Cl:23])[c:6]2[c:10]1[O:9][C:8]([c:11]1[cH:12][cH:13][cH:14][cH:15][cH:16]1)([c:17]1[cH:18][cH:19][cH:20][cH:21][cH:22]1)[O:7]2. Starting materials: C1CCOC1, COC(=O)CCc1ccc(OCC(=O)OC(C)(C)C)cc1, CCOC(C)=O, ClCCl, Cl, [Li+], [OH-]. Product: CC(C)(C)OC(=O)COc1ccc(CCC(=O)O)cc1. As a reaction SMILES: [CH2:31]1[O:32][CH2:33][CH2:34][CH2:35]1.[CH3:1][O:2][C:3]([CH2:4][CH2:5][c:6]1[cH:7][cH:8][c:9]([O:12][CH2:13][C:14](=[O:15])[O:16][C:17]([CH3:18])([CH3:19])[CH3:20])[cH:10][cH:11]1)=[O:21].[CH3:25][CH2:26][O:27][C:28]([CH3:29])=[O:30].[Cl:36][CH2:37][Cl:38].[ClH:24].[Li+:22].[OH-:23]>>[O:2]=[C:3]([CH2:4][CH2:5][c:6]1[cH:7][cH:8][c:9]([O:12][CH2:13][C:14](=[O:15])[O:16][C:17]([CH3:18])([CH3:19])[CH3:20])[cH:10][cH:11]1)[OH:21]. The reactants are CO, C[S-], [Na+], BrCCCc1ccccc1. The product is CSCCCc1ccccc1. Reaction SMILES: [CH3:14][OH:15].[CH3:1][S-:2].[Na+:3].[c:4]1([CH2:10][CH2:11][CH2:12][Br:13])[cH:5][cH:6][cH:7][cH:8][cH:9]1>>[CH3:1][S:2][CH2:12][CH2:11][CH2:10][c:4]1[cH:5][cH:6][cH:7][cH:8][cH:9]1.